The task is: describe an organic reaction: reactants, conditions, products, and yield. This data is from the Open Reaction Database (ORD), a public repository of structured organic reaction records. Starting materials: C([O-])([O-])=O.[K+].[K+] (Potassium carbonate), CI (methyl iodide), BrC=1C(=O)N(C(C1C1=CNC2=CC=CC=C12)=O)C (2-bromo-3-(1H-indol-3-yl)-N-methylmaleimide), [Cl-].[Na+] (sodium chloride). Run in CN(C)C=O (DMF). Run at time 2 hour. The product is BrC=1C(=O)N(C(C1C1=CN(C2=CC=CC=C12)C)=O)C (2-bromo-3-(1-methyl-1H-indol-3-yl)-N-methylmaleimide). Isolated yield 94.0%. RXN SMILES: [C:1](=O)([O-])[O-].[K+].[K+].CI.[Br:9][C:10]1[C:11]([N:13]([CH3:26])[C:14](=[O:25])[C:15]=1[C:16]1[C:24]2[C:19](=[CH:20][CH:21]=[CH:22][CH:23]=2)[NH:18][CH:17]=1)=[O:12].[Cl-].[Na+]>CN(C=O)C>[Br:9][C:10]1[C:11]([N:13]([CH3:26])[C:14](=[O:25])[C:15]=1[C:16]1[C:24]2[C:19](=[CH:20][CH:21]=[CH:22][CH:23]=2)[N:18]([CH3:1])[CH:17]=1)=[O:12] |f:0.1.2,5.6|. Reported procedure: Potassium carbonate (140 mg, 0.98 mmol) and methyl iodide (0.06 mL, 0.98 mmol) were added under ice cooling to 2-bromo-3-(1H-indol-3-yl)-N-methylmaleimide (100 mg, 0.33 mmol) synthesized according to a known method (Tetrahedron, Vol. 44, p. 2887, 1988) and dissolved in DMF (5 mL), and the whole was stirred for 2 hours. The reaction mixture was warmed to room temperature, added with saturated aqueous sodium chloride solution, and extracted with ethyl acetate. The extract was dried over sodium sul... Reactants: CC[O-], CC[O-], CC[O-], CC[O-], COc1c(F)cccc1C(C)CC(O)(C=O)C(F)(F)F, Cc1ncc2c(N)ccc(F)c2n1, [Ti+4]. Yields the product COc1c(F)cccc1C(C)CC(O)(C=Nc1ccc(F)c2nc(C)ncc12)C(F)(F)F. Reaction SMILES: [CH3:34][CH2:35][O-:36].[CH3:37][CH2:38][O-:39].[CH3:40][CH2:41][O-:42].[CH3:43][CH2:44][O-:45].[F:1][c:2]1[c:3]([O:19][CH3:20])[c:4]([CH:8]([CH2:9][C:10]([CH:11]=[O:12])([C:13]([F:14])([F:15])[F:16])[OH:17])[CH3:18])[cH:5][cH:6][cH:7]1.[NH2:21][c:22]1[c:23]2[cH:24][n:25][c:26]([CH3:33])[n:27][c:28]2[c:29]([F:32])[cH:30][cH:31]1.[Ti+4:46]>>[F:1][c:2]1[c:3]([O:19][CH3:20])[c:4]([CH:8]([CH2:9][C:10]([CH:11]=[N:21][c:22]2[c:23]3[cH:24][n:25][c:26]([CH3:33])[n:27][c:28]3[c:29]([F:32])[cH:30][cH:31]2)([C:13]([F:14])([F:15])[F:16])[OH:17])[CH3:18])[cH:5][cH:6][cH:7]1. The product is [Si](C)(C)(C(C)(C)C)OC=1C(=C(C2=C(SC(O2)CCCI)C1C)C)C (5-t-Butyldimethylsilyloxy-2-(3-iodopropyl)-4,6,7-trimethyl-1,3-benzoxathiole). Run at temperature 50 celsius. RXN SMILES: [Si:1](Cl)([C:4]([CH3:7])([CH3:6])[CH3:5])([CH3:3])[CH3:2].N1C=CN=C1.[OH:14][C:15]1[C:16]([CH3:30])=[C:17]([CH3:29])[C:18]2[O:22][CH:21]([CH2:23][CH2:24][CH2:25][I:26])[S:20][C:19]=2[C:27]=1[CH3:28].O>C1C=CC=CC=1>[Si:1]([O:14][C:15]1[C:16]([CH3:30])=[C:17]([CH3:29])[C:18]2[O:22][CH:21]([CH2:23][CH2:24][CH2:25][I:26])[S:20][C:19]=2[C:27]=1[CH3:28])([C:4]([CH3:7])([CH3:6])[CH3:5])([CH3:3])[CH3:2]. Starting materials: OC=1C(=C(C2=C(SC(O2)CCCI)C1C)C)C (5-hydroxy-2-(3-iodopropyl)-4,6,7-trimethyl-1,3-benzoxathiole), O (water), [Si](C)(C)(C(C)(C)C)Cl (t-butyldimethylsilyl chloride), N1C=NC=C1 (imidazole). Procedure: 5.2 g of t-butyldimethylsilyl chloride and 4.6 g of imidazole were dissolved in 80 ml of benzene, and then the reaction mixture was heated for 1 hour at 50° C., after which a solution of 6.3 g of 5-hydroxy-2-(3-iodopropyl)-4,6,7-trimethyl-1,3-benzoxathiole (prepared as described in Examples 74 and 75) in 10 ml of benzene was added and the reaction mixture was allowed to react for 8 hours at 40°-45° C. The reaction product was cooled, poured into water, and then extracted with benzene. The extrac... The solvent is C1=CC=CC=C1 (benzene), C1=CC=CC=C1 (benzene).